The task is: describe an organic reaction: reactants, conditions, products, and yield. This data is from the Open Reaction Database (ORD), a public repository of structured organic reaction records. The reactants are COc1ccc(CN(Cc2ccc(OC)cc2)c2ncc(-c3nc(N4CCOCC4)nc4c3CCN4)cn2)cc1, Nc1cccc(C(=O)N2CCOCC2)c1, COc1ccc(CN(Cc2ccc(OC)cc2)c2ncc(-c3nc(N4CCOCC4)nc4c3CCN4C(=O)Nc3cccc(C(=O)N4CCOCC4)c3)cn2)cc1. Yields the product Nc1ncc(-c2nc(N3CCOCC3)nc3c2CCN3C(=O)Nc2cccc(C(=O)N3CCOCC3)c2)cn1. As a reaction SMILES: [CH3:1][O:2][c:3]1[cH:4][cH:5][c:6]([CH2:7][N:8]([CH2:9][c:10]2[cH:11][cH:12][c:13]([O:14][CH3:15])[cH:16][cH:17]2)[c:18]2[n:19][cH:20][c:21](-[c:22]3[c:23]4[c:27]([n:28][c:29]([N:30]5[CH2:31][CH2:32][O:33][CH2:34][CH2:35]5)[n:36]3)[NH:26][CH2:25][CH2:24]4)[cH:37][n:38]2)[cH:39][cH:40]1.[NH2:41][c:42]1[cH:43][c:44]([C:45]([N:46]2[CH2:47][CH2:48][O:49][CH2:50][CH2:51]2)=[O:52])[cH:53][cH:54][cH:55]1.[O:56]1[CH2:57][CH2:58][N:59]([C:62](=[O:63])[c:64]2[cH:65][c:66]([NH:70][C:71](=[O:72])[N:73]3[CH2:74][CH2:75][c:76]4[c:77]3[n:78][c:79]([N:107]3[CH2:108][CH2:109][O:110][CH2:111][CH2:112]3)[n:80][c:81]4-[c:82]3[cH:83][n:84][c:85]([N:88]([CH2:89][c:90]4[cH:91][cH:92][c:93]([O:94][CH3:95])[cH:96][cH:97]4)[CH2:98][c:99]4[cH:100][cH:101][c:102]([O:103][CH3:104])[cH:105][cH:106]4)[n:86][cH:87]3)[cH:67][cH:68][cH:69]2)[CH2:60][CH2:61]1>>[O:56]1[CH2:57][CH2:58][N:59]([C:62](=[O:63])[c:64]2[cH:65][c:66]([NH:70][C:71](=[O:72])[N:73]3[CH2:74][CH2:75][c:76]4[c:77]3[n:78][c:79]([N:107]3[CH2:108][CH2:109][O:110][CH2:111][CH2:112]3)[n:80][c:81]4-[c:82]3[cH:83][n:84][c:85]([NH2:88])[n:86][cH:87]3)[cH:67][cH:68][cH:69]2)[CH2:60][CH2:61]1. Starting materials: CNCCO (2-methylamino-ethanol), C1(CC1)C1=CC=C(C(=N1)C(=O)NC1=C(C(=O)O)C=CN=C1)NC=1C=NC=NC1 (3-{[6-cyclopropyl-3-(pyrimidin-5-ylamino)-pyridine-2-carbonyl]-amino}-isonicotinic acid). The product is OCCN(C(=O)C1=C(C=NC=C1)NC(=O)C1=NC(=CC=C1NC=1C=NC=NC1)C1CC1)C (6-Cyclopropyl-3-(pyrimidin-5-ylamino)-pyridine-2-carboxylic acid {4-[(2-hydroxy-ethyl)-methyl-carbamoyl]-pyridin-3-yl}-amide). Yield: 32.0%. RXN SMILES: [CH3:1][NH:2][CH2:3][CH2:4][OH:5].[CH:6]1([C:9]2[N:14]=[C:13]([C:15]([NH:17][C:18]3[CH:26]=[N:25][CH:24]=[CH:23][C:19]=3[C:20]([OH:22])=O)=[O:16])[C:12]([NH:27][C:28]3[CH:29]=[N:30][CH:31]=[N:32][CH:33]=3)=[CH:11][CH:10]=2)[CH2:8][CH2:7]1>>[OH:5][CH2:4][CH2:3][N:2]([CH3:1])[C:20]([C:19]1[CH:23]=[CH:24][N:25]=[CH:26][C:18]=1[NH:17][C:15]([C:13]1[C:12]([NH:27][C:28]2[CH:33]=[N:32][CH:31]=[N:30][CH:29]=2)=[CH:11][CH:10]=[C:9]([CH:6]2[CH2:7][CH2:8]2)[N:14]=1)=[O:16])=[O:22]. Procedure: According to the general method described in step 3 of example 53, reaction of 2-methylamino-ethanol with 3-{[6-cyclopropyl-3-(pyrimidin-5-ylamino)-pyridine-2-carbonyl]-amino}-isonicotinic acid provided the title compound (32%) as amorphous yellow solid. The reactants are C(=O)(OC(C)(C)C)N1C[C@H](CC1)N(C(C(C(C)O)(C)C)=O)C1CCC(CC1)(C)C ((3S)-1-Boc-3-[(4,4-dimethylcyclohexyl)(3-hydroxy-2,2-dimethylbutanoyl)amino]pyrrolidine), CC(=O)OI1(C=2C=CC=CC2C(=O)O1)(OC(=O)C)OC(=O)C (Dess-Martin periodinane). The solvent is C(Cl)Cl (DCM). Run at time 2 hour. Product: C(=O)(OC(C)(C)C)N1C[C@H](CC1)N(C(C(C(C)=O)(C)C)=O)C1CCC(CC1)(C)C ((3S)-1-Boc-3-[(4,4-dimethylcyclohexyl)(2,2-dimethyl-3-oxobutanoyl)amino]pyrrolidine). Yield: 89.7%. RXN SMILES: [C:1]([N:8]1[CH2:12][CH2:11][C@H:10]([N:13]([CH:22]2[CH2:27][CH2:26][C:25]([CH3:29])([CH3:28])[CH2:24][CH2:23]2)[C:14](=[O:21])[C:15]([CH3:20])([CH3:19])[CH:16]([OH:18])[CH3:17])[CH2:9]1)([O:3][C:4]([CH3:7])([CH3:6])[CH3:5])=[O:2].CC(OI1(OC(C)=O)(OC(C)=O)OC(=O)C2C=CC=CC1=2)=O>C(Cl)Cl>[C:1]([N:8]1[CH2:12][CH2:11][C@H:10]([N:13]([CH:22]2[CH2:27][CH2:26][C:25]([CH3:29])([CH3:28])[CH2:24][CH2:23]2)[C:14](=[O:21])[C:15]([CH3:19])([CH3:20])[C:16](=[O:18])[CH3:17])[CH2:9]1)([O:3][C:4]([CH3:5])([CH3:6])[CH3:7])=[O:2]. Procedure details: To a solution of (3S)-1-Boc-3-[(4,4-dimethylcyclohexyl)(3-hydroxy-2,2-dimethylbutanoyl)amino]pyrrolidine (150 mg, 0.36 mmol) prepared in Step A of Example C4 in DCM was added Dess-Martin periodinane (230 mg, 0.54 mmol), and stirred at rt for 2 h. After the reaction finished, the solvent was concentrated in vacuo, sodium thiosulfate aqueous solution and EtOAc were added and stirred at rt for 30 min, and extracted with EtOAc. The organic layer was dried over MgSO4, concentrated in vacuo at rt, and... The reactants are CC(=O)O, COC(=O)C(=Cc1ccc(-c2cccc(N(C)C(=O)NC3CCCCC3)c2)cc1)OC, [Na+], C1CCOC1, [OH-]. Product: COC(=Cc1ccc(-c2cccc(N(C)C(=O)NC3CCCCC3)c2)cc1)C(=O)O. RXN SMILES: [CH3:34][C:35](=[O:36])[OH:37].[CH:3]1([NH:9][C:10]([N:11]([CH3:12])[c:13]2[cH:14][c:15](-[c:19]3[cH:20][cH:21][c:22]([CH:25]=[C:26]([C:27](=[O:28])[O:29][CH3:30])[O:31][CH3:32])[cH:23][cH:24]3)[cH:16][cH:17][cH:18]2)=[O:33])[CH2:4][CH2:5][CH2:6][CH2:7][CH2:8]1.[Na+:2].[O:38]1[CH2:39][CH2:40][CH2:41][CH2:42]1.[OH-:1]>>[CH:3]1([NH:9][C:10]([N:11]([CH3:12])[c:13]2[cH:14][c:15](-[c:19]3[cH:20][cH:21][c:22]([CH:25]=[C:26]([C:27](=[O:28])[OH:29])[O:31][CH3:32])[cH:23][cH:24]3)[cH:16][cH:17][cH:18]2)=[O:33])[CH2:4][CH2:5][CH2:6][CH2:7][CH2:8]1.